From a dataset of the Open Reaction Database (ORD), a public repository of structured organic reaction records. describe an organic reaction: reactants, conditions, products, and yield Reactants: OS(=O)(=O)O (H2SO4), OC12CC3CC(CC(C1)C3)C2 (hydroxyadamantane), C(=O)O (HCOOH), [OH-].[Na+] (NaOH). Run at time 90 minute. Yields the product C12C(C3CC(CC(C1)C3)C2)C(=O)O (2-adamantyl carboxylic acid). Reaction SMILES: O[C:2]12[CH2:11][CH:6]3[CH2:7][CH:8]([CH2:10][CH:4]([CH2:5]3)[CH2:3]1)[CH2:9]2.OS(O)(=O)=O.[OH-].[Na+].[CH:19]([OH:21])=[O:20]>>[CH:2]12[CH2:11][CH:6]3[CH2:7][CH:8]([CH2:10][CH:4]([CH2:5]3)[CH:3]1[C:19]([OH:21])=[O:20])[CH2:9]2 |f:2.3|. Procedure: hydroxyadamantane were dissolved in 30 mls of HCOOH 98-100 %, and this solution was added dropwise, while stirring vigorously, to 1.5 1. of H2SO4 96% cooled to 5°C. Stirring was then continued at the same temperature for 90 minutes and the mixture was finally poured out on ice. NaOH was added to the mixture until it has a pH of approximately 1 and the formed precipitate was extracted with diethyl ether. The extract was dried over Na2SO4 and the solvent was then evaporated. The cruse 2-adamantyl ... The reactants are CC(C)O, [NH4+], N#Cc1ccc(OCC2CO2)cc1, [OH-]. Product: N#Cc1ccc(OCC(O)CN)cc1. RXN SMILES: [CH:16]([OH:17])([CH3:18])[CH3:19].[NH4+:15].[O:1]1[CH:2]([CH2:4][O:5][c:6]2[cH:7][cH:8][c:9]([C:10]#[N:11])[cH:12][cH:13]2)[CH2:3]1.[OH-:14]>>[OH:1][CH:2]([CH2:3][NH2:15])[CH2:4][O:5][c:6]1[cH:7][cH:8][c:9]([C:10]#[N:11])[cH:12][cH:13]1. Reported procedure: To a solution of 2′-fluoro-5′-methoxy-2-neopentyl-[1,1′-biphenyl]-4-yl trifluoromethanesulfonate (1.77 g) in THF (28 mL) were added benzophenoneimine (1.06 mL), 4,5-bis(diphenylphosphino)-9,9-dimethylxanthene (244 mg), cesium carbonate (2.74 g) and tris(dibenzylideneacetone)dipalladium(0) (193 mg) at room temperature, and the mixture was stirred at 80° C. for 20 hr. The reaction mixture was poured into water at room temperature, and the mixture was extracted with ethyl acetate. The extract was w... Conditions: temperature 80 celsius, time 20 hour. The product is C1(=CC=CC=C1)C(=NC1=CC(=C(C=C1)C1=C(C=CC(=C1)OC)F)CC(C)(C)C)C1=CC=CC=C1 (N-(diphenylmethylene)-2′-fluoro-5′-methoxy-2-neopentyl-[1,1′-biphenyl]-4-amine). The solvent is C1CCOC1 (THF), O (water). RXN SMILES: FC(F)(F)S(O[C:7]1[CH:12]=[CH:11][C:10]([C:13]2[CH:18]=[C:17]([O:19][CH3:20])[CH:16]=[CH:15][C:14]=2[F:21])=[C:9]([CH2:22][C:23]([CH3:26])([CH3:25])[CH3:24])[CH:8]=1)(=O)=O.[C:29](=[NH:42])([C:36]1[CH:41]=[CH:40][CH:39]=[CH:38][CH:37]=1)[C:30]1[CH:35]=[CH:34][CH:33]=[CH:32][CH:31]=1.C1(P(C2C=CC=CC=2)C2C3OC4C(=CC=CC=4P(C4C=CC=CC=4)C4C=CC=CC=4)C(C)(C)C=3C=CC=2)C=CC=CC=1.C(=O)([O-])[O-].[Cs+].[Cs+]>C1COCC1.C1C=CC(/C=C/C(/C=C/C2C=CC=CC=2)=O)=CC=1.C1C=CC(/C=C/C(/C=C/C2C=CC=CC=2)=O)=CC=1.C1C=CC(/C=C/C(/C=C/C2C=CC=CC=2)=O)=CC=1.[Pd].[Pd].O>[C:36]1([C:29]([C:30]2[CH:31]=[CH:32][CH:33]=[CH:34][CH:35]=2)=[N:42][C:7]2[CH:12]=[CH:11][C:10]([C:13]3[CH:18]=[C:17]([O:19][CH3:20])[CH:16]=[CH:15][C:14]=3[F:21])=[C:9]([CH2:22][C:23]([CH3:26])([CH3:25])[CH3:24])[CH:8]=2)[CH:37]=[CH:38][CH:39]=[CH:40][CH:41]=1 |f:3.4.5,7.8.9.10.11|. Reactants: FC(S(=O)(=O)OC1=CC(=C(C=C1)C1=C(C=CC(=C1)OC)F)CC(C)(C)C)(F)F (2′-fluoro-5′-methoxy-2-neopentyl-[1,1′-biphenyl]-4-yl trifluoromethanesulfonate), C(C1=CC=CC=C1)(C1=CC=CC=C1)=N (benzophenoneimine), C1(=CC=CC=C1)P(C1=CC=CC=2C(C3=CC=CC(=C3OC12)P(C1=CC=CC=C1)C1=CC=CC=C1)(C)C)C1=CC=CC=C1 (4,5-bis(diphenylphosphino)-9,9-dimethylxanthene), C([O-])([O-])=O.[Cs+].[Cs+] (cesium carbonate). The reagents and catalysts are C=1C=CC(=CC1)/C=C/C(=O)/C=C/C2=CC=CC=C2.C=1C=CC(=CC1)/C=C/C(=O)/C=C/C2=CC=CC=C2.C=1C=CC(=CC1)/C=C/C(=O)/C=C/C2=CC=CC=C2.[Pd].[Pd] (tris(dibenzylideneacetone)dipalladium(0)). The reactants are O=[N+]([O-])c1cc(Br)ccc1SCCCCl, CO. Product: Nc1cc(Br)ccc1SCCCCl. RXN SMILES: [Br:1][c:2]1[cH:3][c:4]([N+:13]([O-:14])=[O:15])[c:5]([S:8][CH2:9][CH2:10][CH2:11][Cl:12])[cH:6][cH:7]1.[CH3:16][OH:17]>>[Br:1][c:2]1[cH:3][c:4]([NH2:13])[c:5]([S:8][CH2:9][CH2:10][CH2:11][Cl:12])[cH:6][cH:7]1. Reactants: O=C(n1ccnc1)n1ccnc1, C1CCOC1, CCN(C(C)C)C(C)C, Cl, CC(N)C(O)c1ccc2c(c1)OCOC2. Yields the product CC1NC(=O)OC1c1ccc2c(c1)OCOC2. RXN SMILES: [C:26](=[O:27])([n:28]1[cH:29][cH:30][n:31][cH:32]1)[n:33]1[cH:34][cH:35][n:36][cH:37]1.[CH2:38]1[O:39][CH2:40][CH2:41][CH2:42]1.[CH:17]([N:18]([CH2:19][CH3:20])[CH:21]([CH3:22])[CH3:23])([CH3:24])[CH3:25].[ClH:1].[NH2:2][CH:3]([CH:4]([OH:5])[c:6]1[cH:7][cH:8][c:9]2[c:10]([cH:15]1)[O:11][CH2:12][O:13][CH2:14]2)[CH3:16]>>[NH:2]1[CH:3]([CH3:16])[CH:4]([c:6]2[cH:7][cH:8][c:9]3[c:10]([cH:15]2)[O:11][CH2:12][O:13][CH2:14]3)[O:5][C:26]1=[O:27].